This data is from the Open Reaction Database (ORD), a public repository of structured organic reaction records. The task is: describe an organic reaction: reactants, conditions, products, and yield The reactants are ( a ), BrC1=CC=C(CNC(C)CC)C=C1 (N-(4-bromobenzyl)-N-sec.-butylamine), C1(=CC=CC=C1)N=C=O (phenyl isocyanate). The product is BrC1=CC=C(CN(C(=O)NC2=CC=CC=C2)C(C)CC)C=C1 (N-(4-bromobenzyl)-N-sec.-butyl-N'-phenylurea). The yield is 90.7%. As a reaction SMILES: [Br:1][C:2]1[CH:13]=[CH:12][C:5]([CH2:6][NH:7][CH:8]([CH2:10][CH3:11])[CH3:9])=[CH:4][CH:3]=1.[C:14]1([N:20]=[C:21]=[O:22])[CH:19]=[CH:18][CH:17]=[CH:16][CH:15]=1>>[Br:1][C:2]1[CH:3]=[CH:4][C:5]([CH2:6][N:7]([CH:8]([CH2:10][CH3:11])[CH3:9])[C:21]([NH:20][C:14]2[CH:19]=[CH:18][CH:17]=[CH:16][CH:15]=2)=[O:22])=[CH:12][CH:13]=1. Procedure: The following procedure described in Example 1, process variant (a), 48 g (0.2 mole) of N-(4-bromobenzyl)-N-sec.-butylamine were reacted with 24 g (0.2 mole) of phenyl isocyanate. 65.5 g of N-(4-bromobenzyl)-N-sec.-butyl-N'-phenylurea were obtained. Yield: 91%. Melting point: 86°-88° C. Reactants: CC(=O)O, CC(C)O, [Fe], N#Cc1ccc2c(c1)c(-c1ccc(CN3CCOCC3)cn1)c(O)n2O. Yields the product N#Cc1ccc2[nH]c(O)c(-c3ccc(CN4CCOCC4)cn3)c2c1. RXN SMILES: [CH3:31][C:32](=[O:33])[OH:34].[CH:27]([OH:28])([CH3:29])[CH3:30].[Fe:35].[OH:1][n:2]1[c:3]([OH:26])[c:4](-[c:13]2[n:14][cH:15][c:16]([CH2:19][N:20]3[CH2:21][CH2:22][O:23][CH2:24][CH2:25]3)[cH:17][cH:18]2)[c:5]2[cH:6][c:7]([C:11]#[N:12])[cH:8][cH:9][c:10]12>>[nH:2]1[c:3]([OH:26])[c:4](-[c:13]2[n:14][cH:15][c:16]([CH2:19][N:20]3[CH2:21][CH2:22][O:23][CH2:24][CH2:25]3)[cH:17][cH:18]2)[c:5]2[cH:6][c:7]([C:11]#[N:12])[cH:8][cH:9][c:10]12.